This data is from the Open Reaction Database (ORD), a public repository of structured organic reaction records. The task is: describe an organic reaction: reactants, conditions, products, and yield The reactants are N1=C(C=CC2=CC=CC=C12)C=O (2-quinolinecarbaldehyde), CC(C(=O)NC1=CC(=CC=C1)C1CCNCC1)C (2-methyl-N-[3-(4-piperidinyl)phenyl]propanamide). The product is CC(C(=O)NC1=CC(=CC=C1)C1CCN(CC1)CC1=NC2=CC=CC=C2C=C1)C (2-METHYL-N-{3-[1-(2-QUINOLINYLMETHYL)-4-PIPERIDINYL]PHENYL}PROPANAMIDE). Reaction SMILES: [N:1]1[C:10]2[C:5](=[CH:6][CH:7]=[CH:8][CH:9]=2)[CH:4]=[CH:3][C:2]=1[CH:11]=O.[CH3:13][CH:14]([CH3:30])[C:15]([NH:17][C:18]1[CH:23]=[CH:22][CH:21]=[C:20]([CH:24]2[CH2:29][CH2:28][NH:27][CH2:26][CH2:25]2)[CH:19]=1)=[O:16]>>[CH3:13][CH:14]([CH3:30])[C:15]([NH:17][C:18]1[CH:23]=[CH:22][CH:21]=[C:20]([CH:24]2[CH2:29][CH2:28][N:27]([CH2:11][C:2]3[CH:3]=[CH:4][C:5]4[C:10](=[CH:9][CH:8]=[CH:7][CH:6]=4)[N:1]=3)[CH2:26][CH2:25]2)[CH:19]=1)=[O:16]. Procedure details: Prepared by Procedure F and Scheme R using 2-quinolinecarbaldehyde and 2-methyl-N-[3-(4-piperidinyl)phenyl]propanamide: ESMS m/e: 388.1 (M+H)+.